The task is: describe an organic reaction: reactants, conditions, products, and yield. This data is from the Open Reaction Database (ORD), a public repository of structured organic reaction records. Starting materials: CC1(NC(N(C1=O)[C@H](C(=O)OC(C)(C)C)CC(C)C)=O)C (tert-butyl (S)-2-(4,4-dimethyl-2,5-dioxoimidazolidin-1-yl)-2-(2-methylpropyl)acetate), N[C@@H](CC(=O)OC(C)(C)C)C (tert-butyl (R)-3-amino-3-methylpropionate), C(C1=CC=CC=C1)OC1=CC=C(CBr)C=C1 (4-benzyloxybenzyl bromide), amino. Product: C(C1=CC=CC=C1)OC1=CC=C(CN2C(N(C(C2(C)C)=O)[C@H](C(=O)N[C@@H](CC(=O)O)C)CC(C)C)=O)C=C1 ((R)-3-((S)-2-(3-(4-Benzyloxybenzyl)-4,4-dimethyl-2,5-dioxoimidazolidin-1-yl)-2-(2-methylpropyl)acetylamino)-3-methylpropionic Acid). Reaction SMILES: [CH3:1][C:2]1([CH3:21])[C:6](=[O:7])[N:5]([C@@H:8]([CH2:16][CH:17]([CH3:19])[CH3:18])[C:9]([O:11]C(C)(C)C)=O)[C:4](=[O:20])[NH:3]1.[CH2:22]([O:29][C:30]1[CH:37]=[CH:36][C:33]([CH2:34]Br)=[CH:32][CH:31]=1)[C:23]1[CH:28]=[CH:27][CH:26]=[CH:25][CH:24]=1.[NH2:38][C@H:39]([CH3:48])[CH2:40][C:41]([O:43]C(C)(C)C)=[O:42]>>[CH2:22]([O:29][C:30]1[CH:37]=[CH:36][C:33]([CH2:34][N:3]2[C:2]([CH3:1])([CH3:21])[C:6](=[O:7])[N:5]([C@@H:8]([CH2:16][CH:17]([CH3:18])[CH3:19])[C:9]([NH:38][C@H:39]([CH3:48])[CH2:40][C:41]([OH:43])=[O:42])=[O:11])[C:4]2=[O:20])=[CH:32][CH:31]=1)[C:23]1[CH:28]=[CH:27][CH:26]=[CH:25][CH:24]=1. Procedure details: The compound was prepared according to the general preparation processes, steps A, B, D, E and J. In step D, tert-butyl (S)-2-(4,4-dimethyl-2,5-dioxoimidazolidin-1-yl)-2-(2-methylpropyl)acetate was alkylated with 4-benzyloxybenzyl bromide. In step J, the amino compound employed was tert-butyl (R)-3-amino-3-methylpropionate.